describe an organic reaction: reactants, conditions, products, and yield From a dataset of the Open Reaction Database (ORD), a public repository of structured organic reaction records. Starting materials: [N+](=O)([O-])C1=CC=C(COC(=O)NC2CN(C2)C(=O)[C@H]2N(C[C@H](C2)SC=2[C@@H]([C@H]3N(C2C(=O)OCC2=CC=C(C=C2)[N+](=O)[O-])C([C@@H]3[C@@H](C)O)=O)C)C(=O)OCC3=CC=C(C=C3)[N+](=O)[O-])C=C1 (4-nitrobenzyl (1R,5S,6S)-2-{(2S,4S)-2-[3-(4-nitrobenzyloxycarbonylamino)azetidin-1-ylcarbonyl]-1-(4-nitrobenzyloxycarbonyl)pyrrolidin-4-ylthio}-6-[(1R)-1-hydroxyethyl]-1-methyl-1-carbapen-2-em-3-carboxylate), [H][H] (hydrogen). Reagents/catalysts: [Pd] (palladium-on-carbon). The solvent is O1CCCC1 (tetrahydrofuran), O (water). The product is NC1CN(C1)C(=O)[C@H]1NC[C@H](C1)SC=1[C@@H]([C@H]2N(C1C(=O)O)C([C@@H]2[C@@H](C)O)=O)C ((1R,5S,6S)-2-[(2S,4S)-2-(3-Aminoazetidin-1-ylcarbonyl)pyrrolidin-4-ylthio]-6-[(1R)-1-hydroxyethyl]-1-methyl-1-carbapen-2-em-3-carboxylic acid). Isolated yield 54.7%. Reaction SMILES: [N+](C1C=CC(COC([NH:12][CH:13]2[CH2:16][N:15]([C:17]([C@@H:19]3[CH2:23][C@H:22]([S:24][C:25]4[C@H:26]([CH3:49])[C@@H:27]5[C@@H:44]([C@H:45]([OH:47])[CH3:46])[C:43](=[O:48])[N:28]5[C:29]=4[C:30]([O:32]CC4C=CC([N+]([O-])=O)=CC=4)=[O:31])[CH2:21][N:20]3C(OCC3C=CC([N+]([O-])=O)=CC=3)=O)=[O:18])[CH2:14]2)=O)=CC=1)([O-])=O.[H][H]>O1CCCC1.O.[Pd]>[NH2:12][CH:13]1[CH2:14][N:15]([C:17]([C@@H:19]2[CH2:23][C@H:22]([S:24][C:25]3[C@H:26]([CH3:49])[C@@H:27]4[C@@H:44]([C@H:45]([OH:47])[CH3:46])[C:43](=[O:48])[N:28]4[C:29]=3[C:30]([OH:32])=[O:31])[CH2:21][NH:20]2)=[O:18])[CH2:16]1. Reported procedure: 3630 mg of 4-nitrobenzyl (1R,5S,6S)-2-{(2S,4S)-2-[3-(4-nitrobenzyloxycarbonylamino)azetidin-1-ylcarbonyl]-1-(4-nitrobenzyloxycarbonyl)pyrrolidin-4-ylthio}-6-[(1R)-1-hydroxyethyl]-1-methyl-1-carbapen-2-em-3-carboxylate [prepared as described in Example 121(1)] were dissolved in 190 ml of a 3:2 by volume mixture of tetrahydrofuran and water, and 5500 mg of a 10% w/w palladium-on-carbon catalyst were added to the resulting solution. The mixture was then hydrogenated at 30° C. for 1.5 hours in an at... The reactants are NC1=C(C(=O)OC)C=CC(=C1C)Cl (2-amino-3-methyl-4-chloro-benzoic acid, methyl ester), maleate salt, [K+].[Br-] (KBr), ClC1=CC=C(C=C1)C=1CCN(CC1)CCCN (3-[4-(4-Chloro-phenyl)-3,6-dihyro-2H-pyridin-1-yl]-propylamine), CC=1C=CC=C2C(NC(NC12)=O)=O (8-methyl-1H-quinazoline-2,4-dione). Product: ClC1=CC=C2C(N(C(NC2=C1C)=O)CCCN1CCC(=CC1)C1=CC=C(C=C1)Cl)=O (7-Chloro-3-{3-[4-(4-chloro-phenyl)-3,6-dihydro-2H-pyridin-1-yl]propyl}-8-methyl-1H-quinazoline-2,4-dione). As a reaction SMILES: [NH2:1][C:2]1[C:11]([CH3:12])=[C:10]([Cl:13])[CH:9]=[CH:8][C:3]=1[C:4]([O:6]C)=O.[Cl:14][C:15]1[CH:20]=[CH:19][C:18]([C:21]2[CH2:22][CH2:23][N:24]([CH2:27][CH2:28][CH2:29][NH2:30])[CH2:25][CH:26]=2)=[CH:17][CH:16]=1.CC1C=CC=C2C=1N[C:39](=[O:42])NC2=O.[K+].[Br-]>>[Cl:13][C:10]1[C:11]([CH3:12])=[C:2]2[C:3]([C:4](=[O:6])[N:30]([CH2:29][CH2:28][CH2:27][N:24]3[CH2:23][CH:22]=[C:21]([C:18]4[CH:19]=[CH:20][C:15]([Cl:14])=[CH:16][CH:17]=4)[CH2:26][CH2:25]3)[C:39](=[O:42])[NH:1]2)=[CH:8][CH:9]=1 |f:3.4|. Reported procedure: The same general procedure was followed as in Example 7 with starting materials, 2-amino-3-methyl-4-chloro-benzoic acid, methyl ester and 3-[4-(4-Chloro-phenyl)-3,6-dihyro-2H-pyridin-1-yl]-propylamine to yield 7-Chloro-3-{3-[4-(4-chloro-phenyl)-3,6-dihydro-2H-pyridin-1-yl]-propyl{-8-methyl-1H-quinazoline-2,4-dione. The maleate salt of the compound has the following was found to have: Mp. 208-210° C.; 1H NMR DMSO-d6 δ 10.90 (s, 1H), 9.44 (brd s, 1H), 7.80 (d, J=8.7 Hz, 1H), 7.46 (dd, J=8.7, 20.5 ... Reactants: C1=CC=CC=2C3=CC=CC=C3C(C12)COC(NC1=CC=C(C=C1)C[C@@H](C(=O)N1[C@@H](CCC1)C=1C=NC=C(C1)C(C1=CC=C(C=C1)F)=O)N)=O ([4-((S)-2-amino-3-{(S)-2-[5-(4-fluoro-benzoyl)-pyridin-3-yl]-pyrrolidin-1-yl}-3-oxo-propyl)-phenyl]-carbamic acid 9H-fluoren-9-ylmethyl ester), C(C)(C)(C)OC(=O)N([C@H](C(=O)O)C)C ((S)-2-(tert-butoxycarbonyl-methyl-amino)-propionic acid), C(C)N(C(C)C)C(C)C (ethyldiisopropylamine), 2-(1H-benzo[d][1,2,3]triazol-1-yl)-1,1,3,3-tetramethylisouronium hexafluorophosphate(V), N1(N=NC2=C1C=CC=C2)O (1H-benzo[d][1,2,3]triazol-1-ol). The solvent is C(C)(=O)OCC (ethyl acetate), CN(C)C=O (DMF), CN(C)C=O (DMF). Conditions: time 16 hour. Product: C1=CC=CC=2C3=CC=CC=C3C(C12)COC(NC1=CC=C(C=C1)C[C@@H](C(=O)N1[C@@H](CCC1)C=1C=NC=C(C1)C(C1=CC=C(C=C1)F)=O)NC([C@H](C)N(C)C(=O)OC(C)(C)C)=O)=O ([4-((S)-2-[(S)-2-(tert-butoxycarbonyl-methyl-amino)-propionylamino]-3-{(S)-2-[5-(4-fluoro-benzoyl)-pyridin-3-yl]-pyrrolidin-1-yl}-3-oxo-propyl)-phenyl]-carbamic acid 9H-fluoren-9-ylmethyl ester). As a reaction SMILES: [CH:1]1[C:13]2[CH:12]([CH2:14][O:15][C:16](=[O:49])[NH:17][C:18]3[CH:23]=[CH:22][C:21]([CH2:24][C@H:25]([NH2:48])[C:26]([N:28]4[CH2:32][CH2:31][CH2:30][C@H:29]4[C:33]4[CH:34]=[N:35][CH:36]=[C:37]([C:39](=[O:47])[C:40]5[CH:45]=[CH:44][C:43]([F:46])=[CH:42][CH:41]=5)[CH:38]=4)=[O:27])=[CH:20][CH:19]=3)[C:11]3[C:6](=[CH:7][CH:8]=[CH:9][CH:10]=3)[C:5]=2[CH:4]=[CH:3][CH:2]=1.[C:50]([O:54][C:55]([N:57]([CH3:63])[C@@H:58]([CH3:62])[C:59](O)=[O:60])=[O:56])([CH3:53])([CH3:52])[CH3:51].C(N(C(C)C)C(C)C)C.N1(O)C2C=CC=CC=2N=N1>CN(C=O)C.C(OCC)(=O)C>[CH:1]1[C:13]2[CH:12]([CH2:14][O:15][C:16](=[O:49])[NH:17][C:18]3[CH:19]=[CH:20][C:21]([CH2:24][C@H:25]([NH:48][C:59](=[O:60])[C@@H:58]([N:57]([C:55]([O:54][C:50]([CH3:53])([CH3:52])[CH3:51])=[O:56])[CH3:63])[CH3:62])[C:26]([N:28]4[CH2:32][CH2:31][CH2:30][C@H:29]4[C:33]4[CH:34]=[N:35][CH:36]=[C:37]([C:39](=[O:47])[C:40]5[CH:45]=[CH:44][C:43]([F:46])=[CH:42][CH:41]=5)[CH:38]=4)=[O:27])=[CH:22][CH:23]=3)[C:11]3[C:6](=[CH:7][CH:8]=[CH:9][CH:10]=3)[C:5]=2[CH:4]=[CH:3][CH:2]=1. Procedure details: To a solution of [4-((S)-2-amino-3-{(S)-2-[5-(4-fluoro-benzoyl)-pyridin-3-yl]-pyrrolidin-1-yl}-3-oxo-propyl)-phenyl]-carbamic acid 9H-fluoren-9-ylmethyl ester (I-2b: 2.4 g, 3.7 mmol), (S)-2-(tert-butoxycarbonyl-methyl-amino)-propionic acid (0.89 g, 4.4 mmol) and ethyldiisopropylamine (7 mL) in DMF (20 mL) was added a solution of 2-(1H-benzo[d][1,2,3]triazol-1-yl)-1,1,3,3-tetramethylisouronium hexafluorophosphate(V) (1.67 g, 4.4 mmol) and 1H-benzo[d][1,2,3]triazol-1-ol (0.6 g, 4.4 mmol) in DMF (1... Reactants: Brc1ccc[se]1, CCO, CCC1CCC(c2ccc(B(O)O)c(F)c2F)CC1, [Na+], [Na+], O=C([O-])[O-], Cc1ccccc1, c1ccc(P(c2ccccc2)(c2ccccc2)[Pd](P(c2ccccc2)(c2ccccc2)c2ccccc2)(P(c2ccccc2)(c2ccccc2)c2ccccc2)P(c2ccccc2)(c2ccccc2)c2ccccc2)cc1. Product: CCC1CCC(c2ccc(-c3ccc[se]3)c(F)c2F)CC1. As a reaction SMILES: [Br:1][c:2]1[se:3][cH:4][cH:5][cH:6]1.[CH2:32]([OH:33])[CH3:34].[CH2:7]([CH3:8])[CH:9]1[CH2:10][CH2:11][CH:12]([c:15]2[c:16]([F:25])[c:17]([F:24])[c:18]([B:21]([OH:22])[OH:23])[cH:19][cH:20]2)[CH2:13][CH2:14]1.[Na+:26].[Na+:27].[O-:28][C:29](=[O:30])[O-:31].[c:35]1([CH3:36])[cH:37][cH:38][cH:39][cH:40][cH:41]1.[cH:42]1[cH:43][cH:44][c:45]([P:46]([Pd:47]([P:48]([c:49]2[cH:50][cH:51][cH:52][cH:53][cH:54]2)([c:55]2[cH:56][cH:57][cH:58][cH:59][cH:60]2)[c:61]2[cH:62][cH:63][cH:64][cH:65][cH:66]2)([P:67]([c:68]2[cH:69][cH:70][cH:71][cH:72][cH:73]2)([c:74]2[cH:75][cH:76][cH:77][cH:78][cH:79]2)[c:80]2[cH:81][cH:82][cH:83][cH:84][cH:85]2)[P:86]([c:87]2[cH:88][cH:89][cH:90][cH:91][cH:92]2)([c:93]2[cH:94][cH:95][cH:96][cH:97][cH:98]2)[c:99]2[cH:100][cH:101][cH:102][cH:103][cH:104]2)([c:105]2[cH:106][cH:107][cH:108][cH:109][cH:110]2)[c:111]2[cH:112][cH:113][cH:114][cH:115][cH:116]2)[cH:117][cH:118]1>>[c:2]1(-[c:18]2[c:17]([F:24])[c:16]([F:25])[c:15]([CH:12]3[CH2:11][CH2:10][CH:9]([CH2:7][CH3:8])[CH2:14][CH2:13]3)[cH:20][cH:19]2)[se:3][cH:4][cH:5][cH:6]1.